describe an organic reaction: reactants, conditions, products, and yield From a dataset of the Open Reaction Database (ORD), a public repository of structured organic reaction records. The reactants are Cl (Hydrochloric acid), NC1=C(C(=O)OCC)C=CC=C1Cl (ethyl 2-amino-3-chlorobenzoate), C(=O)([O-])[O-].[Na+].[Na+] (Na2CO3), [C-]#N.[K+] (potassium cyanide), N(=O)[O-].[Na+] (sodium nitrite), diazonium salt. The reagents and catalysts are S(=O)(=O)([O-])[O-].[Cu+2] (copper(II) sulfate). The solvent is O (water), C1(=CC=CC=C1)C (toluene), O (water), C1(=CC=CC=C1)C (toluene), CCOC(=O)C (EtOAc). Run at temperature 0 celsius, time 40 minute. Product: ClC=1C(=C(C(=O)OCC)C=CC1)C#N (Ethyl 3-chloro-2-cyanobenzoate). As a reaction SMILES: Cl.N[C:3]1[C:13]([Cl:14])=[CH:12][CH:11]=[CH:10][C:4]=1[C:5]([O:7][CH2:8][CH3:9])=[O:6].N([O-])=O.[Na+].C([O-])([O-])=O.[Na+].[Na+].[C-:25]#[N:26].[K+]>O.C1(C)C=CC=CC=1.S([O-])([O-])(=O)=O.[Cu+2].CCOC(C)=O>[Cl:14][C:13]1[C:3]([C:25]#[N:26])=[C:4]([CH:10]=[CH:11][CH:12]=1)[C:5]([O:7][CH2:8][CH3:9])=[O:6] |f:2.3,4.5.6,7.8,11.12|. Procedure: Hydrochloric acid (4.57 mL, 150 mmol) was added to a suspension of the ethyl 2-amino-3-chlorobenzoate (1.5 g, 7.51 mmol) in water (40 mL) and the mixture was cooled to 0° C. [note: compound did not go into solution] To this cooled mixture was added sodium nitrite (0.518 g, 7.51 mmol) portionwise keeping the temperature below 5° C. After addition the reaction was stirred for 40 mins. A small amount of toluene (3 ml) was added to aid dissolution. The mixture was then basified to pH˜6 by the additi... Starting materials: O=C([O-])[O-], COc1ccc(-c2c(-c3ccccc3)oc3ncnc(Cl)c23)cc1, [K+], [K+], Nc1cccc(O)c1, CN(C)C=O. Yields the product COc1ccc(-c2c(-c3ccccc3)oc3ncnc(Oc4cccc(N)c4)c23)cc1. Reaction SMILES: [C:33](=[O:34])([O-:35])[O-:36].[Cl:1][c:2]1[c:3]2[c:4]([n:5][cH:6][n:7]1)[o:8][c:9](-[c:19]1[cH:20][cH:21][cH:22][cH:23][cH:24]1)[c:10]2-[c:11]1[cH:12][cH:13][c:14]([O:17][CH3:18])[cH:15][cH:16]1.[K+:37].[K+:38].[NH2:25][c:26]1[cH:27][cH:28][cH:29][c:30]([OH:31])[cH:32]1.[O:39]=[CH:40][N:41]([CH3:42])[CH3:43]>>[c:2]1([O:31][c:30]2[cH:29][cH:28][cH:27][c:26]([NH2:25])[cH:32]2)[c:3]2[c:4]([n:5][cH:6][n:7]1)[o:8][c:9](-[c:19]1[cH:20][cH:21][cH:22][cH:23][cH:24]1)[c:10]2-[c:11]1[cH:12][cH:13][c:14]([O:17][CH3:18])[cH:15][cH:16]1. The reactants are BrC1=C(C=CC=C1)C1CCC(C=2N1C=NC2)C (5-(2-bromophenyl)-8-methyl-5,6,7,8-tetrahydro-imidazo[1,5-a]pyridine), C1(=CC=CC=C1)B(O)O (phenylboronic acid), C(=O)([O-])[O-].[Na+].[Na+] (Na2CO3). Reagents/catalysts: C=1C=CC(=CC1)[P](C=2C=CC=CC2)(C=3C=CC=CC3)[Pd]([P](C=4C=CC=CC4)(C=5C=CC=CC5)C=6C=CC=CC6)([P](C=7C=CC=CC7)(C=8C=CC=CC8)C=9C=CC=CC9)[P](C=1C=CC=CC1)(C=1C=CC=CC1)C=1C=CC=CC1 (Pd(PPh3)4). Solvent: COCCOC (DME). Product: C1(=C(C=CC=C1)C1CCC(C=2N1C=NC2)C)C2=CC=CC=C2 (5-Biphenyl-2-yl-8-methyl-5,6,7,8-tetrahydro-imidazo[1,5-a]pyridine). As a reaction SMILES: Br[C:2]1[CH:7]=[CH:6][CH:5]=[CH:4][C:3]=1[CH:8]1[N:13]2[CH:14]=[N:15][CH:16]=[C:12]2[CH:11]([CH3:17])[CH2:10][CH2:9]1.[C:18]1(B(O)O)[CH:23]=[CH:22][CH:21]=[CH:20][CH:19]=1.C([O-])([O-])=O.[Na+].[Na+]>COCCOC.C1C=CC([P]([Pd]([P](C2C=CC=CC=2)(C2C=CC=CC=2)C2C=CC=CC=2)([P](C2C=CC=CC=2)(C2C=CC=CC=2)C2C=CC=CC=2)[P](C2C=CC=CC=2)(C2C=CC=CC=2)C2C=CC=CC=2)(C2C=CC=CC=2)C2C=CC=CC=2)=CC=1>[C:2]1([C:18]2[CH:23]=[CH:22][CH:21]=[CH:20][CH:19]=2)[CH:7]=[CH:6][CH:5]=[CH:4][C:3]=1[CH:8]1[N:13]2[CH:14]=[N:15][CH:16]=[C:12]2[CH:11]([CH3:17])[CH2:10][CH2:9]1 |f:2.3.4,^1:42,44,63,82|. Procedure details: To a solution of 5-(2-bromophenyl)-8-methyl-5,6,7,8-tetrahydro-imidazo[1,5-a]pyridine (573 mg, 1.97 mmol) in DME (10 mL) is added phenylboronic acid (480 mg, 3.94 mmol), aqueous Na2CO3 (2M, 4 mL, 8.0 mmol), and Pd(PPh3)4 (500 mg). The reaction mixture is stirred at reflux overnight. The mixture is partitioned between EtOAc and brine. The organic layer is washed by brine, dried over Na2SO4 and concentrated to give an oil, which is subjected to flash chromatography (silica gel) eluting with MeOH:C... The reactants are ( 6 ), O=C1C(CCC1)CC1C(CCCC1)=O (2-(2-oxocylopentyl)methylcyclohexanone), CN(C)CC1C(CCCC1)=O (2-(dimethylaminomethyl)-cyclohexanone), C1(CCCC1)=O (cyclopentanone). Product: O=C1C(CCC1)CC1C(CCCC1)=O (2-(oxo-cyclopentyl)methyl cyclohexanone), C1CCC2=NC=3CCCCC3C=C21 (5,6,7,8-Tetrahydro-2,3-dihydro-1H-cyclopenta [b]quinoline), oil. The yield is 80.0%. RXN SMILES: C[N:2](CC1CCCCC1=O)C.C1(=O)CCCC1.[O:18]=[C:19]1[CH2:23][CH2:22][CH2:21][CH:20]1[CH2:24][CH:25]1[CH2:30][CH2:29][CH2:28][CH2:27][C:26]1=[O:31]>>[O:18]=[C:19]1[CH2:23][CH2:22][CH2:21][CH:20]1[CH2:24][CH:25]1[CH2:30][CH2:29][CH2:28][CH2:27][C:26]1=[O:31].[CH2:21]1[C:20]2[C:19](=[N:2][C:26]3[CH2:27][CH2:28][CH2:29][CH2:30][C:25]=3[CH:24]=2)[CH2:23][CH2:22]1. Procedure details: 2-(oxo-cyclopentyl)methyl cyclohexanone is prepared from 2-(dimethylaminomethyl)-cyclohexanone and cyclopentanone according to the method described in Ann.Chim.,1963, 53 (6), 819 and is isolated as a colourless oil in 80% yield b.p. 92°/0.05 mm. 5,6,7,8-Tetrahydro-2,3-dihydro-1H-cyclopenta [b]quinoline is prepared from 2-(2-oxocylopentyl)methylcyclohexanone according to the method described in Ann.Chim., 1963, 53,(6), 819 and is isolated in 65% yield as a colourless oil b.p. 80°/0.05 mm. The hyd... Reactants: C(CCC)N1C=NC(=C1C1=C(C=C(C=C1)OC)OCOC)C(=O)OCC (ethyl 1-n-butyl-5-(2-methoxymethoxy-4-methoxyphenyl)-1H-imidazole-4-carboxylate), [H-].[H-].[H-].[H-].[Li+].[Al+3] (LAH). The solvent is C1CCOC1 (THF). Reaction conditions: time 2 hour. Product: C(CCC)N1C=NC(=C1C1=C(C=C(C=C1)OC)OCOC)CO (1-n-Butyl-4-hydroxymethyl-5-(2-methoxymethoxy-4-methoxyphenyl)-1H-imidazole). The yield is 91.8%. Reaction SMILES: [CH2:1]([N:5]1[C:9]([C:10]2[CH:15]=[CH:14][C:13]([O:16][CH3:17])=[CH:12][C:11]=2[O:18][CH2:19][O:20][CH3:21])=[C:8]([C:22](OCC)=[O:23])[N:7]=[CH:6]1)[CH2:2][CH2:3][CH3:4].[H-].[H-].[H-].[H-].[Li+].[Al+3]>C1COCC1>[CH2:1]([N:5]1[C:9]([C:10]2[CH:15]=[CH:14][C:13]([O:16][CH3:17])=[CH:12][C:11]=2[O:18][CH2:19][O:20][CH3:21])=[C:8]([CH2:22][OH:23])[N:7]=[CH:6]1)[CH2:2][CH2:3][CH3:4] |f:1.2.3.4.5.6|. Procedure details: To a solution of ethyl 1-n-butyl-5-(2-methoxymethoxy-4-methoxyphenyl)-1H-imidazole-4-carboxylate (0.06 g, 0.17 mmol) in THF (5 mL) was added LAH (0.20 mL) at room temperature. The mixture was stirred for 2 h. After an aqueous work up, extracting with ethyl acetate (3×20 mL), the combined organic extracts were washed with brine and dried (Na2SO4). After removing the solvent under reduced pressure, flash column chromatography (1:1 ethyl acetate/hexane) of the residue afforded the title compound as... Reactants: S(O)(O)(=O)=O (sulfuric acid), amino acids, nucleic acids, O=C[C@H](O)[C@@H](O)[C@H](O)[C@H](O)CO (D-glucose), O=C[C@H](O)[C@@H](O)[C@H](O)CO (xylose), 10, C([C@H](O)[C@@H](O)[C@H](O)CO)O (xylitol), HPX-87H, O=C[C@H](O)[C@@H](O)[C@H](O)CO (xylose), O=C[C@H](O)[C@@H](O)[C@H](O)[C@H](O)CO (glucose). The solvent is C(C)O (ethanol), OCC(O)CO (glycerol). Product: O=C[C@H](O)[C@@H](O)[C@H](O)[C@H](O)CO.O=C[C@H](O)[C@@H](O)[C@H](O)CO (Glucose Xylose). As a reaction SMILES: [O:1]=[CH:2][C@@H:3]([C@H:5]([C@@H:7]([C@@H:9]([CH2:11][OH:12])[OH:10])[OH:8])[OH:6])[OH:4].[O:13]=[CH:14][C@@H:15]([C@H:17]([C@@H:19]([CH2:21][OH:22])[OH:20])[OH:18])[OH:16].C(O)[C@@H]([C@H]([C@@H](CO)O)O)O.S(=O)(=O)(O)O>OCC(CO)O.C(O)C>[O:1]=[CH:2][C@@H:3]([C@H:5]([C@@H:7]([C@@H:9]([CH2:11][OH:12])[OH:10])[OH:8])[OH:6])[OH:4].[O:13]=[CH:14][C@@H:15]([C@H:17]([C@@H:19]([CH2:21][OH:22])[OH:20])[OH:18])[OH:16] |f:6.7|. Procedure details: A 100 ml screw cap bottle having an exhaust line with a check valve attached to the lid was used for the fermentation test. 50 ml of SDX medium (6.7 g/l yeast nitrogen base without amino acids and nucleic acids, 30 g/l D-glucose, 20 g/l xylose) with liquid yeast suspension added to a final OD600 of 10 of the fermentation medium was prepared, and fermentation was performed at 30° C., 100 rpm. The culture liquid was sampled periodically, and the substrate (glucose and xylose) and products (ethanol... Reactants: O (H2O), NC=1C(=NC2=CC=CC(=C2N1)C1=CC=2C(NCCC2N1)=O)C (2-(3-amino-2-methylquinoxalin-5-yl)-6,7-dihydro-1H-pyrrolo[3,2-c]pyridin-4(5H)-one), CCN(C(C)C)C(C)C (DIEA), Cl.NC(=N)N (guanidine hydrochloride). Solvent: CS(=O)C (DMSO). Reaction conditions: temperature 70 celsius, time 24 hour. The product is CC=1C(=NC2=C(C=CC=C2N1)C1=CC=2C(NCCC2N1)=O)NC(=N)N (1-(3-methyl-8-(4-oxo-4,5,6,7-tetrahydro-1H-pyrrolo[3,2-c]pyridin-2-yl)quinoxalin-2-yl)guanidine). Yield: 10.8%. Reaction SMILES: [NH2:1][C:2]1[C:3]([CH3:22])=[N:4][C:5]2[C:10]([N:11]=1)=[C:9]([C:12]1[NH:20][C:19]3[CH2:18][CH2:17][NH:16][C:15](=[O:21])[C:14]=3[CH:13]=1)[CH:8]=[CH:7][CH:6]=2.CCN(C(C)C)C(C)C.Cl.[NH2:33][C:34](N)=[NH:35].O>CS(C)=O>[CH3:22][C:3]1[C:2]([NH:1][C:34]([NH2:35])=[NH:33])=[N:11][C:10]2[C:5]([N:4]=1)=[CH:6][CH:7]=[CH:8][C:9]=2[C:12]1[NH:20][C:19]2[CH2:18][CH2:17][NH:16][C:15](=[O:21])[C:14]=2[CH:13]=1 |f:2.3|. Procedure: A mixture of 2-(3-fluoro-2-methylquinoxalin-5-yl)-6,7-dihydro-1H-pyrrolo[3,2-c]pyridin-4(5H)-one (445a, 10 mg, 0.33 mmol), DIEA (0.29 mL, 1.68 mmol), and guanidine hydrochloride (0.025 mL, 0.37 mmol) in DMSO (3 mL) was stirred at 70° C. for 24 h. The reaction mixture was cooled, H2O was added, and extracted with DCM (3×). The extracts were dried over Na2SO4, concentrated and purified by reverse phase HPLC. The pure fractions were concentrated, dissolved in MeOH, and neutralized by Stratosphere S...